describe an organic reaction: reactants, conditions, products, and yield From a dataset of the Open Reaction Database (ORD), a public repository of structured organic reaction records. Starting materials: C1(=CC=CC=C1)NC1=CC=CC2=CC=CC=C12 (N-phenyl-1-naphthylamine), IC1=CC=C(C=C1)C1=CC=C(C=C1)I (4,4′-diiodobiphenyl), polyethylene glycol, C([O-])([O-])=O.[K+].[K+] (potassium carbonate), O (water). Reagents/catalysts: [Cu] (copper). The solvent is CN(C)C=O (DMF). Reaction conditions: temperature 200 celsius. The product is C1(=CC=CC2=CC=CC=C12)N(C1=CC=C(C=C1)C1=CC=C(C=C1)N(C1=CC=CC=C1)C1=CC=CC2=CC=CC=C12)C1=CC=CC=C1 (N,N′-di(l-naphthyl)-N,N′-diphenyl-4,4′-diaminobiphenyl). Isolated yield 55.8%. As a reaction SMILES: [C:1]1([NH:7][C:8]2[C:17]3[C:12](=[CH:13][CH:14]=[CH:15][CH:16]=3)[CH:11]=[CH:10][CH:9]=2)[CH:6]=[CH:5][CH:4]=[CH:3][CH:2]=1.I[C:19]1[CH:24]=[CH:23][C:22]([C:25]2[CH:30]=[CH:29][C:28](I)=[CH:27][CH:26]=2)=[CH:21][CH:20]=1.C(=O)([O-])[O-].[K+].[K+].O>[Cu].CN(C=O)C>[C:8]1([N:7]([C:1]2[CH:6]=[CH:5][CH:4]=[CH:3][CH:2]=2)[C:19]2[CH:24]=[CH:23][C:22]([C:25]3[CH:30]=[CH:29][C:28]([N:7]([C:8]4[C:17]5[C:12](=[CH:13][CH:14]=[CH:15][CH:16]=5)[CH:11]=[CH:10][CH:9]=4)[C:1]4[CH:6]=[CH:5][CH:4]=[CH:3][CH:2]=4)=[CH:27][CH:26]=3)=[CH:21][CH:20]=2)[C:17]2[C:12](=[CH:13][CH:14]=[CH:15][CH:16]=2)[CH:11]=[CH:10][CH:9]=1 |f:2.3.4|. Reported procedure: To 32.4 g (148 mmol) of N-phenyl-1-naphthylamine were added 25.1 g (61.5 mmol) of 4,4′-diiodobiphenyl, 2.14 g of polyethylene glycol (PEG-6000 (a trade name) manufactured by Wako Junyaku K.K.), 17.1 g (0.124 mol) of potassium carbonate and 15.7 g (247 mmol) of copper (powder) were added, and heated to 200° C. The reaction was traced by high-performance liquid chromatography. Heating was continued under stirring until the peaks of raw materials and intermediates were disappeared (for 12 hours). A... Starting materials: C(C)OC(C1=C(N=C(C(=C1)Br)OCC(F)(F)F)C(F)(F)F)=O (5-Bromo-6-(2,2,2-trifluoro-ethoxy)-2-trifluoromethyl-nicotinic acid ethyl ester), Cl (hydrochloric acid), O.[OH-].[Li+] (Lithiumhydroxid monohydrate). Reported procedure: 5-Bromo-6-(2,2,2-trifluoro-ethoxy)-2-trifluoromethyl-nicotinic acid ethyl ester (4.0 g, 10 mmol) was dissolved in a mixture of tetrahydrofuran (70 mL) and water (25 mL). Lithiumhydroxid monohydrate (1.26 g, 30 mmol) was added and the mixture was stirred and heated at reflux-temperature for 3 h. After cooling to room temperature the mixture was acidified with hydrochloric acid (1N) to pH 4. The product precipitated and was after filtration dried and isolated as a white solid (quant.); MS (ISP) 36... The solvent is O1CCCC1 (tetrahydrofuran), O (water). Reaction SMILES: C([O:3][C:4](=[O:22])[C:5]1[CH:10]=[C:9]([Br:11])[C:8]([O:12][CH2:13][C:14]([F:17])([F:16])[F:15])=[N:7][C:6]=1[C:18]([F:21])([F:20])[F:19])C.O.[OH-].[Li+].Cl>O1CCCC1.O>[Br:11][C:9]1[C:8]([O:12][CH2:13][C:14]([F:15])([F:16])[F:17])=[N:7][C:6]([C:18]([F:21])([F:19])[F:20])=[C:5]([CH:10]=1)[C:4]([OH:22])=[O:3] |f:1.2.3|. The product is BrC=1C(=NC(=C(C(=O)O)C1)C(F)(F)F)OCC(F)(F)F (5-Bromo-6-(2,2,2-trifluoro-ethoxy)-2-trifluoromethyl-nicotinic acid). Starting materials: C(C1=CC=CC=C1)OC(NC1C(CC2(OCCO2)CC1)CS(=O)(=O)C1=CC=C(C=C1)Br)=O ([7-(4-Bromo-benzenesulfonylmethyl)-1,4-dioxa-spiro[4.5]dec-8-yl]-carbamic acid benzyl ester), 2,6-tert-butyl-4-methylphenol, [OH-].[NH4+] (ammonium hydroxide), [Sn](C)(C)(C)C (Sn(Me)4). The reagents and catalysts are Cl[Pd]([P](C1=CC=CC=C1)(C2=CC=CC=C2)C3=CC=CC=C3)([P](C4=CC=CC=C4)(C5=CC=CC=C5)C6=CC=CC=C6)Cl (PdCl2(PPh3)2). Solvent: CN(C)C=O (DMF). Run at temperature 75 celsius. Yields the product 8S, C(C1=CC=CC=C1)OC(NC1C(CC2(OCCO2)CC1)CS(=O)(=O)C1=CC=C(C=C1)C)=O ([7-(toluene-4-sulfonylmethyl)-1,4-dioxa-spiro[4.5]dec-8-yl]-carbamic acid benzyl ester). Reaction SMILES: [CH2:1]([O:8][C:9](=[O:32])[NH:10][CH:11]1[CH2:20][CH2:19][C:14]2([O:18][CH2:17][CH2:16][O:15]2)[CH2:13][CH:12]1[CH2:21][S:22]([C:25]1[CH:30]=[CH:29][C:28](Br)=[CH:27][CH:26]=1)(=[O:24])=[O:23])[C:2]1[CH:7]=[CH:6][CH:5]=[CH:4][CH:3]=1.[Sn](C)(C)(C)[CH3:34].[OH-].[NH4+]>CN(C=O)C.Cl[Pd](Cl)([P](C1C=CC=CC=1)(C1C=CC=CC=1)C1C=CC=CC=1)[P](C1C=CC=CC=1)(C1C=CC=CC=1)C1C=CC=CC=1>[CH2:1]([O:8][C:9](=[O:32])[NH:10][CH:11]1[CH2:20][CH2:19][C:14]2([O:18][CH2:17][CH2:16][O:15]2)[CH2:13][CH:12]1[CH2:21][S:22]([C:25]1[CH:30]=[CH:29][C:28]([CH3:34])=[CH:27][CH:26]=1)(=[O:24])=[O:23])[C:2]1[CH:7]=[CH:6][CH:5]=[CH:4][CH:3]=1 |f:2.3,^1:47,66|. Procedure: [7-(4-Bromo-benzenesulfonylmethyl)-1,4-dioxa-spiro[4.5]dec-8-yl]-carbamic acid benzyl ester from example (3e) (1.0 g), was dissolved in DMF (10 ml) prior to the addition of PdCl2(PPh3)2 (54 mg) and Sn(Me)4 (0.32 ml), and a few crystals of 2,6-tert-butyl-4-methylphenol. The resulting solution was heated in an oil bath at 75° C. for 32 h. After cooling to rt, 10% ammonium hydroxide(aq) was added. The reaction was extracted with EtOAc twice. The combined organic layer was washed with brine, dried, ... Run in CCO (EtOH). Procedure: Lithium chloride (2.41 g, 56.7 mmol) is stirred 4 h in MeCN (300 mL). To the cloudy solution was added 2-(4-methoxybenzylamino)-6-bromoquinoline-3-carbaldehyde 7 (10.5 g, 28.4 mmol, prepared as in scheme II), ethyl 2-(diethoxyphosphoryl)propanoate (7.4 L, 34.0 mmol) and 2,3,4,6,7,8,9,10-octahydropyrimido[1,2-a]azepine (4.3 ml, 28.4 mmol) and the reaction is stirred 12 h. The reaction is partitioned between 10% sodium carbonate solution and EtOAc. The aqueous layer is extracted with EtOAc and the... Reaction SMILES: [CH3:1][O:2][C:3]1[CH:39]=[CH:38][C:6]([CH2:7][NH:8][C:9]2[C:18](/[CH:19]=[C:20](\[CH3:30])/[C:21]([NH:23][CH2:24][CH2:25][C:26]([CH3:29])([CH3:28])[CH3:27])=[O:22])=[CH:17][C:16]3[C:11](=[CH:12][CH:13]=[C:14]([C:31]4[C:36]([CH3:37])=[CH:35][CH:34]=[CH:33][N:32]=4)[CH:15]=3)[N:10]=2)=[CH:5][CH:4]=1>[Pd].CCO>[CH3:1][O:2][C:3]1[CH:4]=[CH:5][C:6]([CH2:7][NH:8][C:9]2[C:18]([CH2:19][CH:20]([CH3:30])[C:21]([NH:23][CH2:24][CH2:25][C:26]([CH3:29])([CH3:28])[CH3:27])=[O:22])=[CH:17][C:16]3[C:11](=[CH:12][CH:13]=[C:14]([C:31]4[C:36]([CH3:37])=[CH:35][CH:34]=[CH:33][N:32]=4)[CH:15]=3)[N:10]=2)=[CH:38][CH:39]=1. Product: COC1=CC=C(CNC2=NC3=CC=C(C=C3C=C2CC(C(=O)NCCC(C)(C)C)C)C2=NC=CC=C2C)C=C1 (3-(2-(4-methoxybenzylamino)-6-(3-methylpyridin-2-yl)quinolin-3-yl)-N-(3,3-dimethylbutyl)-2-methylpropanamide). Reactants: COC1=CC=C(CNC2=NC3=CC=C(C=C3C=C2/C=C(/C(=O)NCCC(C)(C)C)\C)C2=NC=CC=C2C)C=C1 ((E)-3-(2-(4-methoxybenzylamino)-6-(3-methylpyridin-2-yl)quinolin-3-yl)-N-(3,3-dimethylbutyl)-2-methylacrylamide). Run at time 12 hour. Reagents/catalysts: [Pd] (Palladium on carbon). Starting materials: COC=1C=C(C=CC1OC)N1C[C@H](NCC1)C ((3R)-1-(3,4-dimethoxyphenyl)-3-methylpiperazine), BrC1=CC2=C(OCC2)C=C1 (5-bromo-2,3-dihydrobenzo[b]furan). The product is O1CCC2=C1C=CC(=C2)N2C[C@H](NCC2)C ((3R)-1-(2,3-dihydro-1-benzofuran-5-yl)-3-methylpiperazine). RXN SMILES: CO[C:3]1[CH:4]=[C:5]([N:11]2[CH2:16][CH2:15][NH:14][C@H:13]([CH3:17])[CH2:12]2)[CH:6]=[CH:7][C:8]=1[O:9][CH3:10].Br[C:19]1C=CC2OCCC=2C=1>>[O:9]1[C:8]2[CH:7]=[CH:6][C:5]([N:11]3[CH2:16][CH2:15][NH:14][C@H:13]([CH3:17])[CH2:12]3)=[CH:4][C:3]=2[CH2:19][CH2:10]1. Procedure: The title compound was prepared following the procedure of Intermediate 25, but starting from 5-bromo-2,3-dihydrobenzo[b]furan. Purification by flash chromatography (CHCl3/MeOH) gave the title compound as a brown oil. M+(ESI): 219.2. HPLC (Condition A), Rt: 1.3 min (HPLC purity: 99.9%). The reactants are CO, O=C1CCOc2cc(S(=O)(=O)c3ccccc3)ccc21. The product is O=S(=O)(c1ccccc1)c1ccc2c(c1)OCCC2O. As a reaction SMILES: [CH3:21][OH:22].[c:1]1([S:7](=[O:8])(=[O:9])[c:10]2[cH:11][cH:12][c:13]3[c:18]([cH:19]2)[O:17][CH2:16][CH2:15][C:14]3=[O:20])[cH:2][cH:3][cH:4][cH:5][cH:6]1>>[c:1]1([S:7](=[O:8])(=[O:9])[c:10]2[cH:11][cH:12][c:13]3[c:18]([cH:19]2)[O:17][CH2:16][CH2:15][CH:14]3[OH:20])[cH:2][cH:3][cH:4][cH:5][cH:6]1. Reactants: CCOC1CN(C(C)=O)CC1Nc1nc(CC)c(-c2ccc(Cl)cc2Cl)nc1CC, O=C(Cl)N1CCOCC1. Yields the product CCOC1CN(C(=O)N2CCOCC2)CC1Nc1nc(CC)c(-c2ccc(Cl)cc2Cl)nc1CC. Reaction SMILES: [C:1]([CH3:2])(=[O:3])[N:4]1[CH2:5][CH:6]([NH:12][c:13]2[n:14][c:15]([CH2:29][CH3:30])[c:16](-[c:21]3[c:22]([Cl:28])[cH:23][c:24]([Cl:27])[cH:25][cH:26]3)[n:17][c:18]2[CH2:19][CH3:20])[CH:7]([O:9][CH2:10][CH3:11])[CH2:8]1.[O:31]1[CH2:32][CH2:33][N:34]([C:37]([Cl:38])=[O:39])[CH2:35][CH2:36]1>>[C:1](=[O:3])([N:4]1[CH2:5][CH:6]([NH:12][c:13]2[n:14][c:15]([CH2:29][CH3:30])[c:16](-[c:21]3[c:22]([Cl:28])[cH:23][c:24]([Cl:27])[cH:25][cH:26]3)[n:17][c:18]2[CH2:19][CH3:20])[CH:7]([O:9][CH2:10][CH3:11])[CH2:8]1)[N:34]1[CH2:33][CH2:32][O:31][CH2:36][CH2:35]1. RXN SMILES: C[NH:2][CH2:3][CH2:4][C:5]1[CH:10]=[CH:9][CH:8]=[C:7]([CH3:11])[N:6]=1.[C:12]([N:15]([C:17]1[CH:22]=[CH:21][C:20]([S:23](Cl)(=[O:25])=[O:24])=[CH:19][CH:18]=1)[CH3:16])(=[O:14])[CH3:13].C([O-])(=O)C.[Na+].O>C(O)C>[CH3:11][C:7]1[N:6]=[C:5]([CH2:4][CH2:3][NH:2][S:23]([C:20]2[CH:19]=[CH:18][C:17]([N:15]([C:12](=[O:14])[CH3:13])[CH3:16])=[CH:22][CH:21]=2)(=[O:25])=[O:24])[CH:10]=[CH:9][CH:8]=1 |f:2.3|. Starting materials: O (water), CNCCC1=NC(=CC=C1)C (N-Methyl-N-[2-(6-methyl-2-pyridyl)ethyl]amine), C(C)(=O)N(C)C1=CC=C(C=C1)S(=O)(=O)Cl (4-(N-acetyl-N-methylamino)benzenesulfonyl chloride), C(C)(=O)[O-].[Na+] (sodium acetate). Reaction conditions: time 8 hour. Run in C(C)O (ethanol). Reported procedure: N-Methyl-N-[2-(6-methyl-2-pyridyl)ethyl]amine (14.66 g, 97.7 mmol) was added to a suspension of the 4-(N-acetyl-N-methylamino)benzenesulfonyl chloride (24.2 g, 97.3 mmol) prepared in Preparative Example 12 and sodium acetate (24.0 g) in ethanol (140 ml). The obtained mixture was stirred at room temperature overnight, followed by the addition of water. The obtained mixture was extracted with ethyl acetate. The organic layer was washed with water and a saturated aqueous solution of common salt, dr... Product: CC1=CC=CC(=N1)CCNS(=O)(=O)C1=CC=C(C=C1)N(C)C(C)=O (N-[2-(6-methyl-2-pyridyl)ethyl]-4-(N-acetyl-N-methylamino)benzenesulfonamide).